Dataset: the Open Reaction Database (ORD), a public repository of structured organic reaction records. Task: describe an organic reaction: reactants, conditions, products, and yield The reactants are CO (methanol), CN(C=O)C (dimethylformamide), CC1(NC(N(C1=O)C1=CC(=C(C#N)C=C1)C(F)(F)F)=O)C (4-(4,4-dimethyl-2,5-dioxo-1-imidazolidinyl)-2-(trifluoromethyl)-benzonitril), C(C)(=O)OCCCCBr (4-bromobutyl acetate). The solvent is O (water), O (water). Run at temperature 30 celsius. The product is CC1(N(C(N(C1=O)C1=CC(=C(C#N)C=C1)C(F)(F)F)=O)CCCCO)C (4-(4,4-dimethyl-2,5-dioxo-3-(4-hydroxybutyl) 1-imidazolidinyl)-2-(trifluoromethyl)-benzonitrile). The yield is 89.7%. Reaction SMILES: CN(C)C=O.[CH3:6][C:7]1([CH3:26])[C:11](=[O:12])[N:10]([C:13]2[CH:20]=[CH:19][C:16]([C:17]#[N:18])=[C:15]([C:21]([F:24])([F:23])[F:22])[CH:14]=2)[C:9](=[O:25])[NH:8]1.C([O:30][CH2:31][CH2:32][CH2:33][CH2:34]Br)(=O)C.CO>O>[CH3:6][C:7]1([CH3:26])[C:11](=[O:12])[N:10]([C:13]2[CH:20]=[CH:19][C:16]([C:17]#[N:18])=[C:15]([C:21]([F:24])([F:22])[F:23])[CH:14]=2)[C:9](=[O:25])[N:8]1[CH2:34][CH2:33][CH2:32][CH2:31][OH:30]. Reported procedure: 300 ml of dimethylformamide and 100 g of the product of Example 3 are introduced at 20°/22° C. and the reaction medium is maintained under agitation at this temperature for approximately 5 minutes then 98.5 g of 4-bromobutyl acetate then 20 g of soda are added and the whole is maintained under agitation and under a nitrogen atmosphere at +20°/+22° C. for approximately 22 hours. While maintaining agitation, at this temperature, 20 g of soda is added then over approximately 5 minutes 400 ml of met... The product is CCOC(=O)C(=NN)C(=O)c1cc(I)cnc1Cl. Reactants: CC(C)OC(C)C, ClC(Cl)Cl, CCOC(=O)C(=[N+]=[N-])C(=O)c1cc(I)cnc1Cl, O. As a reaction SMILES: [CH:20]([O:21][CH:22]([CH3:23])[CH3:24])([CH3:25])[CH3:26].[CH:27]([Cl:28])([Cl:29])[Cl:30].[Cl:1][c:2]1[n:3][cH:4][c:5]([I:18])[cH:6][c:7]1[C:8]([C:9]([C:10](=[O:11])[O:12][CH2:13][CH3:14])=[N+:15]=[N-:16])=[O:17].[OH2:19]>>[Cl:1][c:2]1[n:3][cH:4][c:5]([I:18])[cH:6][c:7]1[C:8]([C:9]([C:10](=[O:11])[O:12][CH2:13][CH3:14])=[N:15][NH2:16])=[O:17]. The reactants are COC(=O)C(CCBr)Oc1ccc(OCc2ccccc2)nc1, CC(C)(C)[O-], [K+], C1CCOC1. Yields the product COC(=O)C1(Oc2ccc(OCc3ccccc3)nc2)CC1. RXN SMILES: [CH3:1][O:2][C:3]([CH:4]([CH2:5][CH2:6][Br:7])[O:8][c:9]1[cH:10][n:11][c:12]([O:15][CH2:16][c:17]2[cH:18][cH:19][cH:20][cH:21][cH:22]2)[cH:13][cH:14]1)=[O:23].[CH3:24][C:25]([CH3:26])([O-:27])[CH3:28].[K+:29].[O:30]1[CH2:31][CH2:32][CH2:33][CH2:34]1>>[CH3:1][O:2][C:3]([C:4]1([O:8][c:9]2[cH:10][n:11][c:12]([O:15][CH2:16][c:17]3[cH:18][cH:19][cH:20][cH:21][cH:22]3)[cH:13][cH:14]2)[CH2:5][CH2:6]1)=[O:23]. RXN SMILES: [C:10](=[O:11])([O-:12])[O-:13].[ClH:16].[K+:14].[K+:15].[O:24]=[CH:25][N:26]([CH3:27])[CH3:28].[OH:1][c:2]1[cH:3][cH:4][c:5]([CH:6]=[O:7])[cH:8][cH:9]1.[s:17]1[cH:18][n:19][c:20]([CH2:22][Cl:23])[cH:21]1>>[O:1]([c:2]1[cH:3][cH:4][c:5]([CH:6]=[O:7])[cH:8][cH:9]1)[CH2:22][c:20]1[n:19][cH:18][s:17][cH:21]1. Yields the product O=Cc1ccc(OCc2cscn2)cc1. Starting materials: O=C([O-])[O-], Cl, [K+], [K+], CN(C)C=O, O=Cc1ccc(O)cc1, ClCc1cscn1. The reactants are compound 116, N(=[N+]=[N-])C=1C=CC(=C(C1)C(=O)C1=C(C=C(C=C1)NC1=C(C=C(C=C1)F)F)Cl)C ((5-Azido-2-methyl-phenyl)-[2-chloro-4-(2,4-difluoro-phenylamino)-phenyl]-methanone), CC(C#C)(C)N (1,1-dimethyl-prop-2-ynylamine). Product: NC(C)(C)C=1N=NN(C1)C=1C=CC(=C(C1)C(=O)C1=C(C=C(C=C1)NC1=C(C=C(C=C1)F)F)Cl)C ({5-[4-(1-Amino-1-methyl-ethyl)-[1,2,3]triazol-1-yl]-2-methyl-phenyl}-[2-chloro-4-(2,4-difluoro-phenylamino)-phenyl]-methanone). As a reaction SMILES: [N:1]([C:4]1[CH:5]=[CH:6][C:7]([CH3:28])=[C:8]([C:10]([C:12]2[CH:17]=[CH:16][C:15]([NH:18][C:19]3[CH:24]=[CH:23][C:22]([F:25])=[CH:21][C:20]=3[F:26])=[CH:14][C:13]=2[Cl:27])=[O:11])[CH:9]=1)=[N+:2]=[N-:3].[CH3:29][C:30]([NH2:34])([CH3:33])[C:31]#[CH:32]>>[NH2:34][C:30]([C:31]1[N:3]=[N:2][N:1]([C:4]2[CH:5]=[CH:6][C:7]([CH3:28])=[C:8]([C:10]([C:12]3[CH:17]=[CH:16][C:15]([NH:18][C:19]4[CH:24]=[CH:23][C:22]([F:25])=[CH:21][C:20]=4[F:26])=[CH:14][C:13]=3[Cl:27])=[O:11])[CH:9]=2)[CH:32]=1)([CH3:33])[CH3:29]. Procedure: The reaction was carried out similarly as described in the preparation of compound 116, using compound 434 (0.125 mmol) and 1,1-dimethyl-prop-2-ynylamine (0.125 mmol). The crude product was purified by continuous gradient flash chromatography using MeOH/DCM 0:100 to 5:95 as the eluent to afford the title compound. Starting materials: FC1=C(CC2=NC(=C3N2C=CC=C3)C(=O)OCC)C=CC=C1 (Ethyl 3-(2-fluorobenzyl)imidazo[1,5-a]pyridine-1-carboxylate), CO (methanol), O.NN (hydrazine hydrate). The solvent is C1CCOC1 (THF). Conditions: temperature 65 celsius, time 10 hour. Product: FC1=C(CC2=NC(=C3N2C=CC=C3)C(=O)NN)C=CC=C1 (3-(2-Fluorobenzyl)imidazo[1,5-a]pyridine-1-carbohydrazide). RXN SMILES: [F:1][C:2]1[CH:22]=[CH:21][CH:20]=[CH:19][C:3]=1[CH2:4][C:5]1[N:9]2[CH:10]=[CH:11][CH:12]=[CH:13][C:8]2=[C:7]([C:14](OCC)=[O:15])[N:6]=1.CO.O.[NH2:26][NH2:27]>C1COCC1>[F:1][C:2]1[CH:22]=[CH:21][CH:20]=[CH:19][C:3]=1[CH2:4][C:5]1[N:9]2[CH:10]=[CH:11][CH:12]=[CH:13][C:8]2=[C:7]([C:14]([NH:26][NH2:27])=[O:15])[N:6]=1 |f:2.3|. Procedure details: 150 mg (0.50 mmol) of ethyl 3-(2-fluorobenzyl)imidazo[1,5-a]pyridine-1-carboxylate from example 7A are introduced into a mixture of 1 ml of methanol and 0.5 ml of THF, and 503 mg (10.1 mmol) of hydrazine hydrate are added. The mixture is heated firstly at 65° C. for 4 h and then at 90° C. for 10 h. It is then concentrated to dryness. The resulting crude product (157 mg, quantitative) is reacted without further purification. The reactants are COC12CC3(CC(CC(C1)C3)C2)CN2N=CC=C2C (1-[(3-methoxytricyclo[3.3.1.13,7]dec-1-yl)methyl]-5-methyl-1H-pyrazole), IN1C(CCC1=O)=O (N-iodosuccinimide). Run in CN(C)C=O (DMF), C(C)(=O)OCC (ethyl acetate). The product is IC=1C=NN(C1C)CC12CC3(CC(CC(C1)C3)C2)OC (4-iodo-1-[(3-methoxytricyclo[3.3.1.13,7]dec-1-yl)methyl]-5-methyl-1H-pyrazole). RXN SMILES: [CH3:1][O:2][C:3]12[CH2:12][CH:7]3[CH2:8][CH:9]([CH2:11][C:5]([CH2:13][N:14]4[C:18]([CH3:19])=[CH:17][CH:16]=[N:15]4)([CH2:6]3)[CH2:4]1)[CH2:10]2.[I:20]N1C(=O)CCC1=O>CN(C=O)C.C(OCC)(=O)C>[I:20][C:17]1[CH:16]=[N:15][N:14]([CH2:13][C:5]23[CH2:6][CH:7]4[CH2:8][CH:9]([CH2:10][C:3]([O:2][CH3:1])([CH2:12]4)[CH2:4]2)[CH2:11]3)[C:18]=1[CH3:19]. Reported procedure: A mixture of EXAMPLE 16D (0.116 g) and N-iodosuccinimide (0.11 g) in 1 mL DMF was stirred overnight. The mixture was taken up in ethyl acetate, and the resulting solution was washed three times with water, and brine, then dried with anhydrous sodium sulfate, filtered and concentrated under reduced pressure. The residue was purified by chromatography on silica gel with 0-50% ethyl acetate/hexanes to provide the title compound. The yield is 77.0%. Reactants: S(O)(O)(=O)=O (sulfuric acid), FC1=C(C=CC(=C1)[N+](=O)[O-])C(C(=O)OCC)(C(=O)OCC)C (diethyl 2-(2-fluoro-4-nitrophenyl)-2-methylmalonate). As a reaction SMILES: S(=O)(=O)(O)O.[F:6][C:7]1[CH:12]=[C:11]([N+:13]([O-:15])=[O:14])[CH:10]=[CH:9][C:8]=1[C:16](C)([C:22](OCC)=O)[C:17]([O:19]CC)=[O:18]>C(O)(=O)C.O>[F:6][C:7]1[CH:12]=[C:11]([N+:13]([O-:15])=[O:14])[CH:10]=[CH:9][C:8]=1[CH:16]([CH3:22])[C:17]([OH:19])=[O:18]. Procedure details: Concentrated sulfuric acid (7.5 mL) was added to compound (4) obtained above (7.09 g, 22.6 mmol) in acetic acid (26 mL) and water (18 mL), and the obtained mixture was heated to reflux for 12 hours. After completion of the reaction, the mixture was cooled and concentrated under reduced pressure, and the residue was extracted with dichloromethane. The extract was washed with saturated saline and water and dried (over sodium sulfate). The solvent was then distilled off under reduced pressure to gi... Yields the product FC1=C(C=CC(=C1)[N+](=O)[O-])C(C(=O)O)C (2-(2-fluoro-4-nitrophenyl)propionic acid). Run in O (water), C(C)(=O)O (acetic acid). Reactants: [H-].[Na+] (Sodium hydride), C1(=CC=CC=C1)C1OC2(CCNCC2)N2C1CCCC2 (hexahydro-1-phenylspiro[3H-oxazolo[3,4-a]pyridine-3,4'-piperidine]), IC (iodomethane). The solvent is O1CCCC1 (tetrahydrofuran), O1CCCC1 (tetrahydrofuran). Conditions: time 0.5 hour. Product: CN1CCC2(CC1)OC(C1N2CCCC1)C1=CC=CC=C1 (hexahydro-1'-methyl-1-phenylspiro[3H-oxazolo-[3,4-a]pyridine-3,4'-piperidine]). As a reaction SMILES: [H-].[Na+].[C:3]1([CH:9]2[CH:18]3[CH2:19][CH2:20][CH2:21][CH2:22][N:17]3[C:11]3([CH2:16][CH2:15][NH:14][CH2:13][CH2:12]3)[O:10]2)[CH:8]=[CH:7][CH:6]=[CH:5][CH:4]=1.I[CH3:24]>O1CCCC1>[CH3:24][N:14]1[CH2:13][CH2:12][C:11]2([N:17]3[CH2:22][CH2:21][CH2:20][CH2:19][CH:18]3[CH:9]([C:3]3[CH:4]=[CH:5][CH:6]=[CH:7][CH:8]=3)[O:10]2)[CH2:16][CH2:15]1 |f:0.1|. Procedure: Sodium hydride (1.2 g of a 50% dispersion in a mineral oil) is added in portions to a stirred solution of 5.4 g of hexahydro-1-phenylspiro[3H-oxazolo[3,4-a]pyridine-3,4'-piperidine] in 100 ml of tetrahydrofuran at 25° C. The mixture is stirred 0.5 hours under nitrogen and 5 g iodomethane in 10 ml of tetrahydrofuran is added dropwise. The mixture is stirred at 45° C. for 3 hours, filtered and the filtrate is evaporated in vacuo. The residue is dissolved in methylene dichloride, washed with water,...